This data is from the Open Reaction Database (ORD), a public repository of structured organic reaction records. The task is: describe an organic reaction: reactants, conditions, products, and yield Reactants: crude mixture, C(OC1=NC=CC(=C1C)C1=CC=C(C=C1)C1CCCCC1)([O-])=O ((4-cyclohexylphenyl)-methyl-2-pyridyl carbonate), C1(CCCCC1)C1=CC=C(C=C1)C1=C(C(N(C=C1)C(=O)[O-])=O)C ((4-cyclohexylphenyl)-methyl-2-oxopyridine-1-carboxylate), N[C@H]([C@@H](O)C)C(=O)O (D-threonine), C(=O)(O)[O-].[Na+] (NaHCO3). The solvent is C1CCOC1 (THF), O (H2O). Reaction conditions: time 15 hour. The product is C1(CCCCC1)C1=CC=C(C=C1)N([C@@H](C(=O)O)[C@H](C)O)C(=O)OC ((2R,3S)-2-[(4-cyclohexylphenyl)-methoxy-carbonylamino]-3-hydroxy-butanoic acid). Isolated yield 96.0%. Reaction SMILES: [NH2:1][C@@H:2]([C:6]([OH:8])=[O:7])[C@H:3]([CH3:5])[OH:4].C([O-])(O)=O.[Na+].[C:14](=O)([O-:35])[O:15][C:16]1C(C)=C(C2C=CC(C3CCCCC3)=CC=2)C=CN=1.[CH:37]1([C:43]2[CH:48]=[CH:47][C:46](C3C=CN(C([O-])=O)C(=O)C=3C)=[CH:45][CH:44]=2)[CH2:42][CH2:41][CH2:40][CH2:39][CH2:38]1>O.C1COCC1>[CH:37]1([C:43]2[CH:44]=[CH:45][C:46]([N:1]([C:14]([O:15][CH3:16])=[O:35])[C@H:2]([C@@H:3]([OH:4])[CH3:5])[C:6]([OH:8])=[O:7])=[CH:47][CH:48]=2)[CH2:38][CH2:39][CH2:40][CH2:41][CH2:42]1 |f:1.2|. Procedure: To a stirred mixture of D-threonine (0.119 g, 1.0 mmol) and NaHCO3 (0.125 g, 1.49 mmol) in H2O (3.0 mL), the crude mixture containing (4-cyclohexylphenyl)-methyl-2-pyridyl carbonate and (4-cyclohexylphenyl)-methyl-2-oxopyridine-1-carboxylate (0.464 g, 1.49 mmol) in THF (3.0 mL) was added. After 15 h at rt, the crude mixture was rotary evaporated to remove the organics and subsequently extracted with Et2O (3×5 mL). The aqueous phase was acidified with 2.0 M HCl solution to pH 2-3 and subsequently... Starting materials: COC1=CC=CC2=C1C(C1=CC=CC=C1C21CCN(CC1)C)=O (4-Methoxy-1'-methyl-10-oxo-9,10-dihydroanthracene-9-spiro-4'-piperidine), [BH4-].[Na+] (sodium borohydride). Run in O (water), C(C)O (ethanol). Reaction conditions: time 8 hour. Product: OC1C=2C(=CC=CC2C2(CCN(CC2)C)C2=CC=CC=C12)OC (10-hydroxy-4-methoxy-1'-methyl-9,10-dihydroanthracene-9-spiro-4'-piperidine). As a reaction SMILES: [CH3:1][O:2][C:3]1[C:8]2[C:9](=[O:23])[C:10]3[C:15]([C:16]4([CH2:21][CH2:20][N:19]([CH3:22])[CH2:18][CH2:17]4)[C:7]=2[CH:6]=[CH:5][CH:4]=1)=[CH:14][CH:13]=[CH:12][CH:11]=3.[BH4-].[Na+]>C(O)C.O>[OH:23][CH:9]1[C:10]2[C:15](=[CH:14][CH:13]=[CH:12][CH:11]=2)[C:16]2([CH2:21][CH2:20][N:19]([CH3:22])[CH2:18][CH2:17]2)[C:7]2[CH:6]=[CH:5][CH:4]=[C:3]([O:2][CH3:1])[C:8]1=2 |f:1.2|. Procedure details: 4-Methoxy-1'-methyl-10-oxo-9,10-dihydroanthracene-9-spiro-4'-piperidine (1.8 g.), in ethanol (100 ml.) is treated with sodium borohydride (2 g.), allowed to stand at room temperature overnight, then the reaction mixture is diluted with water and extracted with ether. The ether is washed with water, dried (MgSO4) and evaporated to give an oil which is chromatographed on magnesium silicate. Elution with toluene-ethyl acetate gives 10-hydroxy-4-methoxy-1'-methyl-9,10-dihydroanthracene-9-spiro-4'-pi... Starting materials: [BH4-].[Na+] (sodium borohydride), FC1=CC=C(C=C1)C(C(C(=O)OCC)CC1=CC(=CC=C1)OCC(C(F)F)(F)F)=O (ethyl 3-(4-fluorophenyl)-3-oxo-2-((3-(2,2,3,3-tetrafluoropropyloxy)phenyl)methyl)propionate), Cl (Hydrochloric acid). Reagents/catalysts: [Cl-].[Zn+2].[Cl-] (zinc chloride). The solvent is C(C)OCC (diethyl ether), C(C)OCC (diethyl ether). Run at time 30 minute. Yields the product FC1=CC=C(C=C1)C(C(C(=O)OCC)CC1=CC(=CC=C1)OCC(C(F)F)(F)F)O (ethyl (2RS,3RS)-3-(4-fluorophenyl)-3-hydroxy-2-((3-(2,2,3,3-tetrafluoropropyloxy)phenyl)methyl)propionate). Yield: 90.2%. Reaction SMILES: [BH4-].[Na+].[F:3][C:4]1[CH:9]=[CH:8][C:7]([C:10](=[O:32])[CH:11]([CH2:17][C:18]2[CH:23]=[CH:22][CH:21]=[C:20]([O:24][CH2:25][C:26]([F:31])([F:30])[CH:27]([F:29])[F:28])[CH:19]=2)[C:12]([O:14][CH2:15][CH3:16])=[O:13])=[CH:6][CH:5]=1.Cl>C(OCC)C.[Cl-].[Zn+2].[Cl-]>[F:3][C:4]1[CH:9]=[CH:8][C:7]([CH:10]([OH:32])[CH:11]([CH2:17][C:18]2[CH:23]=[CH:22][CH:21]=[C:20]([O:24][CH2:25][C:26]([F:31])([F:30])[CH:27]([F:29])[F:28])[CH:19]=2)[C:12]([O:14][CH2:15][CH3:16])=[O:13])=[CH:6][CH:5]=1 |f:0.1,5.6.7|. Procedure: To a solution of zinc chloride (3.50 g, 25.6 mmol) in diethyl ether (100 ml) was added sodium borohydride (1.93 g, 51.1 mmol) and the mixture was stirred at room temperature for 30 min. The insoluble material was filtered off. To the filtrate was added a solution of ethyl 3-(4-fluorophenyl)-3-oxo-2-((3-(2,2,3,3-tetrafluoropropyloxy)phenyl)methyl)propionate (5.50 g, 12.8 mmol) in diethyl ether (50 ml) and the mixture was stirred at room temperature for 30 min. 1N Hydrochloric acid was added to th... Reactants: CN(C)CC1=CC=2CN(CCC2O1)C(C1=CC=C(C=C1)C(C1=CC(=CC(=C1)Cl)Cl)=O)=O (N,N-Dimethyl-[5-[4-(3,5-dichlorobenzoyl)benzoyl]-4,5,6,7-tetrahydrofuro[3,2-c]pyridin-2-ylmethyl]amine), Cl (hydrogen chloride). The solvent is CO (methanol), C(C)(=O)OCC (ethyl acetate). Yields the product Cl.CN(C)CC1=CC=2CN(CCC2O1)C(C1=CC=C(C=C1)C(C1=CC(=CC(=C1)Cl)Cl)=O)=O (N,N-dimethyl-[5-[4-(3,5-dichlorobenzoyl)benzoyl]-4,5,6,7-tetrahydrofuro[3,2-c]pyridin-2-ylmethyl]amine hydrochloride). Reaction SMILES: [CH3:1][N:2]([CH2:4][C:5]1[O:13][C:12]2[CH2:11][CH2:10][N:9]([C:14](=[O:31])[C:15]3[CH:20]=[CH:19][C:18]([C:21](=[O:30])[C:22]4[CH:27]=[C:26]([Cl:28])[CH:25]=[C:24]([Cl:29])[CH:23]=4)=[CH:17][CH:16]=3)[CH2:8][C:7]=2[CH:6]=1)[CH3:3].Cl>CO.C(OCC)(=O)C>[ClH:28].[CH3:3][N:2]([CH2:4][C:5]1[O:13][C:12]2[CH2:11][CH2:10][N:9]([C:14](=[O:31])[C:15]3[CH:20]=[CH:19][C:18]([C:21](=[O:30])[C:22]4[CH:23]=[C:24]([Cl:29])[CH:25]=[C:26]([Cl:28])[CH:27]=4)=[CH:17][CH:16]=3)[CH2:8][C:7]=2[CH:6]=1)[CH3:1] |f:4.5|. Reported procedure: N,N-Dimethyl-[5-[4-(3,5-dichlorobenzoyl)benzoyl]-4,5,6,7-tetrahydrofuro[3,2-c]pyridin-2-ylmethyl]amine 0.200 g was dissolved in 2 ml of methanol; hydrogen chloride in ethyl acetate was added in excess, followed by stirring. This was concentrated and washed with diethyl ether to yield the desired product. Reactants: ClC=1C=C2C(=NC1)C=CC1=C(C2=O)C=C(C=C1)Br (3-chloro-7-bromo-5H-benzo[4,5]cyclohepta[1,2-b]pyridin-5-one), [I-].[Na+] (sodium iodide). The reagents and catalysts are [Cu]I (CuI). Run at time 24 hour. Product: ClC=1C=C2C(=NC1)C=CC1=C(C2=O)C=C(C=C1)I (3-chloro-7-iodo-5H-benzo[4,5]cyclohepta[1,2-b]pyridin-5-one). Reaction SMILES: [Cl:1][C:2]1[CH:3]=[C:4]2[C:12](=[O:13])[C:11]3[CH:14]=[C:15](Br)[CH:16]=[CH:17][C:10]=3[CH:9]=[CH:8][C:5]2=[N:6][CH:7]=1.[I-:19].[Na+]>[Cu]I>[Cl:1][C:2]1[CH:3]=[C:4]2[C:12](=[O:13])[C:11]3[CH:14]=[C:15]([I:19])[CH:16]=[CH:17][C:10]=3[CH:9]=[CH:8][C:5]2=[N:6][CH:7]=1 |f:1.2|. Reported procedure: A sealed tube was charged with 3-chloro-7-bromo-5H-benzo[4,5]cyclohepta[1,2-b]pyridin-5-one (1.0 g, 3.1 mmol), CuI (59 mg, 0.31 mmol), and sodium iodide (0.94 g, 6.2 mmol). The tube was evacuated and backfilled with argon three times. Fully degassed dioxane (8 mL) was added. The tube was sealed, placed in an oil bath at 110° C., and stirred rapidly for 24 hours. Upon completion, the reaction mixture was cooled and quenched via the addition of 20 mL of a 30% aqueous ammonia solution, poured into ...